Dataset: the Open Reaction Database (ORD), a public repository of structured organic reaction records. Task: describe an organic reaction: reactants, conditions, products, and yield The reactants are C(C)(=O)OC(C)=O (Acetic anhydride), C(=O)O (formic acid), ClC1=CC(=NC=N1)N1CCN(CC1)S(=O)(=O)CC(C1=CC(=C(C=C1)Cl)Cl)NO (N-[2-{[4-(6-chloropyrimidin-4-yl)tetrahydropyrazin-1-yl]sulfonyl}-1-(3,4-dichlorophenyl)ethyl]hydroxylamine). Solvent: O1CCCC1 (tetrahydrofuran). Reaction conditions: time 30 minute. The product is ClC1=CC(=NC=N1)N1CCN(CC1)S(=O)(=O)CC(C1=CC(=C(C=C1)Cl)Cl)N(C=O)O (N-[2-{[4-(6-chloropyrimidin-4-yl)piperazino]sulfonyl}-1-(3,4-dichlorophenyl)ethyl]-N-hydroxyformamide). Reaction SMILES: C(O[C:5](=[O:7])C)(=O)C.C(O)=O.[Cl:11][C:12]1[N:17]=[CH:16][N:15]=[C:14]([N:18]2[CH2:23][CH2:22][N:21]([S:24]([CH2:27][CH:28]([NH:37][OH:38])[C:29]3[CH:34]=[CH:33][C:32]([Cl:35])=[C:31]([Cl:36])[CH:30]=3)(=[O:26])=[O:25])[CH2:20][CH2:19]2)[CH:13]=1>O1CCCC1>[Cl:11][C:12]1[N:17]=[CH:16][N:15]=[C:14]([N:18]2[CH2:23][CH2:22][N:21]([S:24]([CH2:27][CH:28]([N:37]([OH:38])[CH:5]=[O:7])[C:29]3[CH:34]=[CH:33][C:32]([Cl:35])=[C:31]([Cl:36])[CH:30]=3)(=[O:25])=[O:26])[CH2:20][CH2:19]2)[CH:13]=1. Procedure: Acetic anhydride (0.23 ml) was added directly to formic acid (0.9 ml). The solution was stirred at room temperature for 30 minutes and then added a solution of N-[2-{[4-(6-chloropyrimidin-4-yl)tetrahydropyrazin-1-yl]sulfonyl}-1-(3,4-dichlorophenyl)ethyl]hydroxylamine (0.227 g) in tetrahydrofuran (5 ml). The solution was stirred at room temperature for 18 hours. The solution was evaporated (water-bath temperature 30° C.) and the residual gum was purified by chromatography using a 10 g silica isol... Starting materials: FC=1C(=NC=C(C1)C(F)(F)F)N1CCNCC1 (1-(3-Fluoro-5-trifluoromethyl-pyridin-2-yl)-piperazine), FC=1C(=NC=C(C1)C(F)(F)F)N1CCNCC1 (1-(3-Fluoro-5-trifluoromethyl-pyridin-2-yl)-piperazine), C(C1=CC=CC=C1)OC1=C(C(=O)O)C=C(C=C1)S(=O)(=O)C (2-Benzyloxy-5-methanesulfonyl-benzoic acid), C(C1=CC=CC=C1)OC1=C(C(=O)O)C=C(C=C1)S(=O)(=O)C (2-Benzyloxy-5-methanesulfonyl-benzoic acid). Yields the product C(C1=CC=CC=C1)OC1=C(C=C(C=C1)S(=O)(=O)C)C(=O)N1CCN(CC1)C1=NC=C(C=C1F)C(F)(F)F ((2-Benzyloxy-5-methanesulfonyl-phenyl)-[4-(3-fluoro-5-trifluoromethyl-pyridin-2-yl)-piperazin-1-yl]-methanone). RXN SMILES: [F:1][C:2]1[C:3]([N:12]2[CH2:17][CH2:16][NH:15][CH2:14][CH2:13]2)=[N:4][CH:5]=[C:6]([C:8]([F:11])([F:10])[F:9])[CH:7]=1.[CH2:18]([O:25][C:26]1[CH:34]=[CH:33][C:32]([S:35]([CH3:38])(=[O:37])=[O:36])=[CH:31][C:27]=1[C:28](O)=[O:29])[C:19]1[CH:24]=[CH:23][CH:22]=[CH:21][CH:20]=1>>[CH2:18]([O:25][C:26]1[CH:34]=[CH:33][C:32]([S:35]([CH3:38])(=[O:37])=[O:36])=[CH:31][C:27]=1[C:28]([N:15]1[CH2:16][CH2:17][N:12]([C:3]2[C:2]([F:1])=[CH:7][C:6]([C:8]([F:9])([F:10])[F:11])=[CH:5][N:4]=2)[CH2:13][CH2:14]1)=[O:29])[C:19]1[CH:20]=[CH:21][CH:22]=[CH:23][CH:24]=1. Procedure: The title compound was prepared in analogy to example 5 from 1-(3-Fluoro-5-trifluoromethyl-pyridin-2-yl)-piperazine (compound 5.5) and 2-Benzyloxy-5-methanesulfonyl-benzoic acid (compound 7.5). MS (m/e): 538.4 (MH+, 100%) Reactants: CCOc1cc(COS(C)(=O)=O)nnc1OCC, CO, N. Yields the product CCOc1cc(CN)nnc1OCC. Reaction SMILES: [CH3:1][S:2]([O:3][CH2:6][c:7]1[n:8][n:9][c:10]([O:16][CH2:17][CH3:18])[c:11]([O:13][CH2:14][CH3:15])[cH:12]1)(=[O:4])=[O:5].[CH3:20][OH:21].[NH3:19]>>[CH2:6]([c:7]1[n:8][n:9][c:10]([O:16][CH2:17][CH3:18])[c:11]([O:13][CH2:14][CH3:15])[cH:12]1)[NH2:19]. Reactants: C1CCOC1, C[S-], CCOC(C)=O, N#Cc1cncc(Cl)n1, [Na+], O. Yields the product CSc1cncc(C#N)n1. RXN SMILES: [CH2:13]1[O:14][CH2:15][CH2:16][CH2:17]1.[CH3:10][S-:11].[CH3:18][CH2:19][O:20][C:21](=[O:22])[CH3:23].[Cl:1][c:2]1[n:3][c:4]([C:8]#[N:9])[cH:5][n:6][cH:7]1.[Na+:12].[OH2:24]>>[c:2]1([S:11][CH3:10])[n:3][c:4]([C:8]#[N:9])[cH:5][n:6][cH:7]1. Starting materials: CN1C(CN2C=3C(=CC=CC13)N(C2=O)CC(=O)OC)=O (Methyl (6-methyl-2,5-dioxo-5,6-dihydro-4H-imidazo[1,5,4-de]quinoxalin-1(2H)-yl)acetate), [OH-].[Na+] (sodium hydroxide), Cl (HCl). The solvent is CO (MeOH). Conditions: time 3 hour. Yields the product CN1C(CN2C=3C(=CC=CC13)N(C2=O)CC(=O)[O-])=O.[Na+] (Sodium (6-methyl-2,5-dioxo-5,6-dihydro-4H-imidazo[1,5,4-de]quinoxalin-1(2H)-yl)acetate). Reaction SMILES: [CH3:1][N:2]1[C:11]2[CH:10]=[CH:9][CH:8]=[C:7]3[N:12]([CH2:15][C:16]([O:18]C)=[O:17])[C:13](=[O:14])[N:5]([C:6]=23)[CH2:4][C:3]1=[O:20].[OH-].[Na+:22].Cl>CO>[CH3:1][N:2]1[C:11]2[CH:10]=[CH:9][CH:8]=[C:7]3[N:12]([CH2:15][C:16]([O-:18])=[O:17])[C:13](=[O:14])[N:5]([C:6]=23)[CH2:4][C:3]1=[O:20].[Na+:22] |f:1.2,5.6|. Procedure details: To a solution of methyl (6-methyl-2,5-dioxo-5,6-dihydro-4H-imidazo[1,5,4-de]quinoxalin-1(2H)-yl)acetate from Step A (225 mg, 0.817 mol) in MeOH (10 mL) was added 1.0 N sodium hydroxide (1.2 mL, 1.2 mmol). After 3 h, the reaction mixture was neutralized with 1 N aqueous HCl and concentrated to give the title compound. MS: m/z=262 (M+1). Starting materials: CO, [H][H], COc1cc(C(=O)N2CCCC2CO)c([N+](=O)[O-])c(OC)c1OC, NN, O. Yields the product COc1cc(C(=O)N2CCCC2CO)c(N)c(OC)c1OC. Reaction SMILES: [CH3:30][OH:31].[H:28][H:29].[N+:4]([O-:5])(=[O:6])[c:7]1[c:8]([C:9](=[O:10])[N:11]2[CH:12]([CH2:16][OH:17])[CH2:13][CH2:14][CH2:15]2)[cH:18][c:19]([O:26][CH3:27])[c:20]([O:24][CH3:25])[c:21]1[O:22][CH3:23].[NH2:2][NH2:3].[OH2:1]>>[NH2:4][c:7]1[c:8]([C:9](=[O:10])[N:11]2[CH:12]([CH2:16][OH:17])[CH2:13][CH2:14][CH2:15]2)[cH:18][c:19]([O:26][CH3:27])[c:20]([O:24][CH3:25])[c:21]1[O:22][CH3:23]. As a reaction SMILES: [Cl:1][C:2]1[CH:7]=[CH:6][C:5]([CH2:8][C:9]([OH:11])=O)=[CH:4][CH:3]=1.[S:12]1[CH:16]=[CH:15][CH:14]=[CH:13]1.FC(F)(F)C(OC(=O)C(F)(F)F)=O.C(=O)([O-])[O-].[Na+].[Na+]>O>[Cl:1][C:2]1[CH:3]=[CH:4][C:5]([CH2:8][C:9]([C:13]2[S:12][CH:16]=[CH:15][CH:14]=2)=[O:11])=[CH:6][CH:7]=1 |f:3.4.5|. Run in O (water). Starting materials: C([O-])([O-])=O.[Na+].[Na+] (sodium carbonate), ClC1=CC=C(C=C1)CC(=O)O (p-chlorophenylacetic acid), S1C=CC=C1 (thiophene), FC(C(=O)OC(C(F)(F)F)=O)(F)F (trifluoroacetic anhydride). Reported procedure: A mixture of 85.3 g of p-chlorophenylacetic acid and 200 ml of thiophene was stirred at 40° C. as 105 g of trifluoroacetic anhydride was added. The mixture was then refluxed for 4 hrs. It was poured into ice and water and made basic with sodium carbonate. The mixture was extracted with dichloromethane, dried over potassium carbonate and concentrated. The crude yield was 126.4 g. This was recrystallized from 300 ml of methanol to give 103 g, m.p. 98°-99° C. Yields the product ClC1=CC=C(C=C1)CC(=O)C=1SC=CC1 (2-(4-Chlorophenyl)-1-(2-thienyl)ethanone). RXN SMILES: [BrH:1].[CH:2]([CH3:3])([CH3:4])[NH:5][c:6]1[s:7][cH:8][c:9]([C:11](=[O:12])[OH:13])[n:10]1.[NH2:14][c:15]1[c:16]([C:23]([CH3:24])=[O:25])[cH:17][cH:18][c:19]([O:21][CH3:22])[cH:20]1.[Na+:35].[O-:31][C:32]([OH:33])=[O:34].[P:26]([Cl:27])([Cl:28])([Cl:29])=[O:30].[cH:36]1[cH:37][cH:38][n:39][cH:40][cH:41]1>>[CH:2]([CH3:3])([CH3:4])[NH:5][c:6]1[s:7][cH:8][c:9]([C:11](=[O:13])[NH:14][c:15]2[c:16]([C:23]([CH3:24])=[O:25])[cH:17][cH:18][c:19]([O:21][CH3:22])[cH:20]2)[n:10]1. The product is COc1ccc(C(C)=O)c(NC(=O)c2csc(NC(C)C)n2)c1. Reactants: Br, CC(C)Nc1nc(C(=O)O)cs1, COc1ccc(C(C)=O)c(N)c1, [Na+], O=C([O-])O, O=P(Cl)(Cl)Cl, c1ccncc1.